Dataset: the Open Reaction Database (ORD), a public repository of structured organic reaction records. Task: describe an organic reaction: reactants, conditions, products, and yield Reported procedure: A solution of 3-(3-chloro-4-hydroxy-5-methoxy-phenyl)-1-((1aS,5aR)-1,1,2-trimethyl-1,1a,5,5a-tetrahydro-3-thia-cyclopropa[a]pentalen-4-yl)-propan-1-one (550 mg, 1.41 mmol, Intermediate 14) in isopropanol (10 mL) and 3 N aq. NaOH (4 mL) is treated with epichlorohydrine (0.88 g, 7.04 mmol). The dark red reaction mixture is stirred at 60° C. for 1 h. The mixture is diluted with diethyl ether (150 mL) and washed with sat. aq. NaHCO3 followed by water. The organic layer is dried over MgSO4 and evapor... Starting materials: ClC=1C=C(C=C(C1O)OC)CCC(=O)C1=C2C[C@@H]3[C@H](C2=C(S1)C)C3(C)C (3-(3-chloro-4-hydroxy-5-methoxy-phenyl)-1-((1aS,5aR)-1,1,2-trimethyl-1,1a,5,5a-tetrahydro-3-thia-cyclopropa[a]pentalen-4-yl)-propan-1-one), ClC=1C=C(C=C(C1O)OC)CCC(=O)C1=C2C[C@@H]3[C@H](C2=C(S1)C)C3(C)C (3-(3-chloro-4-hydroxy-5-methoxy-phenyl)-1-((1aS,5aR)-1,1,2-trimethyl-1,1a,5,5a-tetrahydro-3-thia-cyclopropa[a]pentalen-4-yl)-propan-1-one), C(Cl)C1CO1 (epichlorohydrine). Yield: 63.5%. Run in C(C)(C)O (isopropanol), [OH-].[Na+] (NaOH), C(C)OCC (diethyl ether). Reaction conditions: temperature 60 celsius, time 1 hour. Yields the product ClC=1C=C(C=C(C1OCC1OC1)OC)CCC(=O)C1=C2C[C@@H]3[C@H](C2=C(S1)C)C3(C)C (3-(3-chloro-5-methoxy-4-oxiranylmethoxy-phenyl)-1-((1aS,5aR)-1,1,2-trimethyl-1,1a,5,5a-tetrahydro-3-thia-cyclopropa[a]pentalen-4-yl)-propan-1-one). RXN SMILES: [Cl:1][C:2]1[CH:3]=[C:4]([CH2:11][CH2:12][C:13]([C:15]2[S:22][C:21]([CH3:23])=[C:20]3[C:16]=2[CH2:17][C@H:18]2[C:24]([CH3:26])([CH3:25])[C@H:19]23)=[O:14])[CH:5]=[C:6]([O:9][CH3:10])[C:7]=1[OH:8].[CH2:27]([CH:29]1[O:31][CH2:30]1)Cl>C(O)(C)C.[OH-].[Na+].C(OCC)C>[Cl:1][C:2]1[CH:3]=[C:4]([CH2:11][CH2:12][C:13]([C:15]2[S:22][C:21]([CH3:23])=[C:20]3[C:16]=2[CH2:17][C@H:18]2[C:24]([CH3:26])([CH3:25])[C@H:19]23)=[O:14])[CH:5]=[C:6]([O:9][CH3:10])[C:7]=1[O:8][CH2:27][CH:29]1[CH2:30][O:31]1 |f:3.4|. As a reaction SMILES: [NH2:1][C:2]1[CH:3]=[C:4]2[C:8](=[CH:9][CH:10]=1)[NH:7][CH:6]=[C:5]2[C:11]1[CH2:16][CH2:15][N:14]([C:17]([O:19][C:20]([CH3:23])([CH3:22])[CH3:21])=[O:18])[CH2:13][CH:12]=1.[NH2:24][C:25]1[CH:26]=[C:27]2[C:31](=[CH:32][CH:33]=1)[NH:30][CH:29]=[C:28]2[CH:34]1[CH2:39][CH2:38][N:37]([C:40]([O:42][C:43]([CH3:46])([CH3:45])[CH3:44])=[O:41])[CH2:36][CH2:35]1.[C:47]([O:51][C:52]([N:54]1[CH2:59][CH2:58][C:57]([C:60]2[C:68]3[C:63](=[CH:64][CH:65]=[C:66]([OH:69])[CH:67]=3)[NH:62][CH:61]=2)=[CH:56][CH2:55]1)=[O:53])([CH3:50])([CH3:49])[CH3:48].Cl[C:71]1[CH:76]=[CH:75][CH:74]=[CH:73][N:72]=1.C(=O)([O-])O.[Na+]>O1CCCC1.O1CCOCC1>[C:20]([O:19][C:17]([N:14]1[CH2:15][CH2:16][C:11]([C:5]2[C:4]3[C:8](=[CH:9][CH:10]=[C:2]([NH:1][C:36]4[CH:35]=[CH:34][CH:39]=[CH:38][N:37]=4)[CH:3]=3)[NH:7][CH:6]=2)=[CH:12][CH2:13]1)=[O:18])([CH3:23])([CH3:22])[CH3:21].[C:43]([O:42][C:40]([N:37]1[CH2:38][CH2:39][CH:34]([C:28]2[C:27]3[C:31](=[CH:32][CH:33]=[C:25]([NH:24][C:55]4[CH:56]=[CH:57][CH:58]=[CH:59][N:54]=4)[CH:26]=3)[NH:30][CH:29]=2)[CH2:35][CH2:36]1)=[O:41])([CH3:46])([CH3:45])[CH3:44].[C:47]([O:51][C:52]([N:54]1[CH2:59][CH2:58][C:57]([C:60]2[C:68]3[C:63](=[CH:64][CH:65]=[C:66]([O:69][C:71]4[CH:76]=[CH:75][CH:74]=[CH:73][N:72]=4)[CH:67]=3)[NH:62][CH:61]=2)=[CH:56][CH2:55]1)=[O:53])([CH3:50])([CH3:48])[CH3:49] |f:4.5|. Yields the product C(C)(C)(C)OC(=O)N1CC=C(CC1)C1=CNC2=CC=C(C=C12)NC1=NC=CC=C1 (3-(N-t-butoxycarbonyl-1,2,5,6-tetrahydropyrid-4-yl)-5-(pyrid-2-ylamino)-1H-indole), C(C)(C)(C)OC(=O)N1CCC(CC1)C1=CNC2=CC=C(C=C12)NC1=NC=CC=C1 (3-(N-t-butoxycarbonylpiperid-4-yl)-5-(pyrid-2-ylamino)-1H-indole), C(C)(C)(C)OC(=O)N1CC=C(CC1)C1=CNC2=CC=C(C=C12)OC1=NC=CC=C1 (3-(N-t-butoxycarbonyl-1,2,5,6-tetrahydropyrid-4-yl)-5-(pyridin-2-yloxy)-1H-indole). Procedure: To a solution of 5-amino-3-(N-t-butoxycarbonyl-1,2,5,6-tetrahydropyrid-4-yl)-1H-indole, 5-amino-3-(N-t-butoxycarbonylpiperid-4-yl)-1H-indole, or 3-(N-t-butoxycarbonyl-1,2,5,6-tetrahydropyrid-4-yl)-5-hydroxy-1H-indole (10.0 mmol) and a base (12.0 mmol, 1.2 eq) in anhydrous tetrahydrofuran or dioxane (35 mL) was added the 2-chloropyridine (11.0 mmol, 1.1 eq). The resulting reaction solution was stirred at reflux or at room temperature under nitrogen for 3-48 hours, depending on substrate and react... Reactants: NC=1C=C2C(=CNC2=CC1)C1=CCN(CC1)C(=O)OC(C)(C)C (5-amino-3-(N-t-butoxycarbonyl-1,2,5,6-tetrahydropyrid-4-yl)-1H-indole), NC=1C=C2C(=CNC2=CC1)C1CCN(CC1)C(=O)OC(C)(C)C (5-amino-3-(N-t-butoxycarbonylpiperid-4-yl)-1H-indole), C(C)(C)(C)OC(=O)N1CC=C(CC1)C1=CNC2=CC=C(C=C12)O (3-(N-t-butoxycarbonyl-1,2,5,6-tetrahydropyrid-4-yl)-5-hydroxy-1H-indole), base, ClC1=NC=CC=C1 (2-chloropyridine), C(O)([O-])=O.[Na+] (sodium hydrogen carbonate). Solvent: O1CCCC1 (tetrahydrofuran), O1CCOCC1 (dioxane). Reactants: CN(C=O)C (dimethylformamide), Cl.NC1=CC(=C(C=C1Cl)O)Cl (4-amino-2,5-dichlorophenol, hydrochloride), [OH-].[K+] (KOH), FC(=C(F)F)F (tetrafluoroethylene). The solvent is O (water). Reaction conditions: temperature 85 celsius, time 1 hour. The product is ClC1=C(C=C(C(=C1)OC(C(F)F)(F)F)Cl)N (2,5-dichloro-4-(1,1,2,2-tetrafluoroethoxy)benzenamine). Reaction SMILES: CN(C)C=O.Cl.[NH2:7][C:8]1[C:13]([Cl:14])=[CH:12][C:11]([OH:15])=[C:10]([Cl:16])[CH:9]=1.[OH-].[K+].[F:19][C:20]([F:24])=[C:21]([F:23])[F:22]>O>[Cl:14][C:13]1[CH:12]=[C:11]([O:15][C:21]([F:23])([F:22])[CH:20]([F:24])[F:19])[C:10]([Cl:16])=[CH:9][C:8]=1[NH2:7] |f:1.2,3.4|. Procedure: A mixture of 100 ml dimethylformamide (DMF), 75 g (0.035 mole) 4-amino-2,5-dichlorophenol, hydrochloride, and 3.0 g (0.05 mole) KOH (pellets ground to powder) was placed in a 500 ml 3-necked round bottom flask fitted with a mechanical stirrer, thermometer and reflux condenser and was stirred for about 1 hour. It was then heated to 85° C. with stirring and 6.0 g (0.06 mole) of tetrafluoroethylene was bubbled in while heating at 85°-90° C. The addition took about 10 minutes. The reactor and conten... Starting materials: ClC=1C=C(C(=O)O)C=C(C1)OC(F)(F)F (3-Chloro-5-trifluoromethoxybenzoic acid), B.C1CCOC1 (BH3.THF). The solvent is C1CCOC1 (THF). Conditions: time 18 hour. Product: ClC=1C=C(CO)C=C(C1)OC(F)(F)F (3-Chloro-5-trifluoromethoxybenzyl alcohol). Isolated yield 100.1%. As a reaction SMILES: [Cl:1][C:2]1[CH:3]=[C:4]([CH:8]=[C:9]([O:11][C:12]([F:15])([F:14])[F:13])[CH:10]=1)[C:5](O)=[O:6].B.C1COCC1>C1COCC1>[Cl:1][C:2]1[CH:3]=[C:4]([CH:8]=[C:9]([O:11][C:12]([F:13])([F:14])[F:15])[CH:10]=1)[CH2:5][OH:6] |f:1.2|. Procedure: To a solution of 3-chloro-5-trifluoromethoxybenzoic acid (22.5 g, 93.5 mmol; see step (iv) above) in anhydrous THF (1200 mL) under a N2 atmosphere at room temperature was added a solution of BH3.THF complex (140 mL of 1M in THF; 140.3 mmol). The solution was refluxed for 2 h, cooled to room temperature and stirred for 18 hours, quenched cautiously with H2O and concentrated in vacuo to remove most of the THF. The residue was diluted with EtOAc and the organics were washed with brine (3×), dried (... Starting materials: CC(C)C(CC)=O (2-Methyl-3-pentanone), CN(C)C(OC)OC (DMF-DMA). Yields the product CN(\C=C(\C(C(C)C)=O)/C)C ((1E)-1-(dimethylamino)-2,4-dimethylpent-1-en-3-one). RXN SMILES: [CH3:1][CH:2]([C:4](=[O:7])[CH2:5][CH3:6])[CH3:3].[CH3:8][N:9]([CH:11](OC)OC)[CH3:10]>>[CH3:10][N:9]([CH3:8])/[CH:11]=[C:5](\[CH3:6])/[C:4](=[O:7])[CH:2]([CH3:3])[CH3:1]. Reported procedure: 2-Methyl-3-pentanone (5 g, 49.9 mmol) and DMF-DMA (10 mL, 74.9 mmol) were heated together in a sealed tube for 4 days. The reaction was concentrated in vacuo to afford an orange oil that was used directly in the next reaction (1.64 g, 21%). Reaction SMILES: [CH3:15][OH:16].[CH3:1][CH:2]([C:3](=[O:4])[OH:5])[CH2:6][CH2:7][CH2:8][CH3:9].[OH2:17].[S:10](=[O:11])(=[O:12])([OH:13])[OH:14]>>[CH3:1][CH:2]([C:3](=[O:4])[O:5][CH3:15])[CH2:6][CH2:7][CH2:8][CH3:9]. Starting materials: CO, CCCCC(C)C(=O)O, O, O=S(=O)(O)O. Yields the product CCCCC(C)C(=O)OC. Starting materials: CCOC(=O)C(C)(Cc1ccc(OCCOS(C)(=O)=O)cc1)Oc1ccc(C(C)C)cc1, [N-]=[N+]=[N-], [Na+]. Reaction SMILES: [CH:1]([CH3:2])([CH3:3])[c:4]1[cH:5][cH:6][c:7]([O:8][C:9]([C:10](=[O:11])[O:12][CH2:13][CH3:14])([CH2:15][c:16]2[cH:17][cH:18][c:19]([O:22][CH2:23][CH2:24][O:25][S:26]([CH3:27])(=[O:28])=[O:29])[cH:20][cH:21]2)[CH3:30])[cH:31][cH:32]1.[N-:34]=[N+:35]=[N-:36].[Na+:33]>>[CH:1]([CH3:2])([CH3:3])[c:4]1[cH:5][cH:6][c:7]([O:8][C:9]([C:10](=[O:11])[O:12][CH2:13][CH3:14])([CH2:15][c:16]2[cH:17][cH:18][c:19]([O:22][CH2:23][CH2:24][N:34]=[N+:35]=[N-:36])[cH:20][cH:21]2)[CH3:30])[cH:31][cH:32]1. Product: CCOC(=O)C(C)(Cc1ccc(OCCN=[N+]=[N-])cc1)Oc1ccc(C(C)C)cc1. Reactants: CC(=O)OC(C)=O, CN(C)c1ccncc1, Cl, OC1C=CCC1(c1ccccc1)c1ccccc1, c1ccncc1. Product: CC(=O)OC1C=CCC1(c1ccccc1)c1ccccc1. RXN SMILES: [CH3:19][C:20](=[O:21])[O:22][C:23](=[O:24])[CH3:25].[CH3:33][N:34]([CH3:35])[c:36]1[cH:37][cH:38][n:39][cH:40][cH:41]1.[ClH:26].[c:1]1([C:7]2([c:13]3[cH:14][cH:15][cH:16][cH:17][cH:18]3)[CH2:8][CH:9]=[CH:10][CH:11]2[OH:12])[cH:2][cH:3][cH:4][cH:5][cH:6]1.[cH:27]1[cH:28][cH:29][n:30][cH:31][cH:32]1>>[c:1]1([C:7]2([c:13]3[cH:14][cH:15][cH:16][cH:17][cH:18]3)[CH2:8][CH:9]=[CH:10][CH:11]2[O:12][C:20]([CH3:19])=[O:21])[cH:2][cH:3][cH:4][cH:5][cH:6]1.